This data is from the Open Reaction Database (ORD), a public repository of structured organic reaction records. The task is: describe an organic reaction: reactants, conditions, products, and yield Starting materials: NC1=NC(=CC(=[N+]1[O-])N)Cl (2,4-diamino-6-chloropyrimidine-3-oxide), CN(C=O)C (dimethylformamide), COCCOC(=O)Cl (chloroformic acid 2-methoxyethyl ester). Solvent: C(C)N(CC)CC (triethylamine). Yields the product NC1=NC(=CC(=[N+]1[O-])NC(=O)OCCOC)Cl (2-methoxyethyl 2-amino-6-chloro-4-pyrimidinecarbamate-3-oxide). RXN SMILES: [NH2:1][C:2]1[N+:7]([O-:8])=[C:6]([NH2:9])[CH:5]=[C:4]([Cl:10])[N:3]=1.CN(C)C=O.[CH3:16][O:17][CH2:18][CH2:19][O:20][C:21](Cl)=[O:22]>C(N(CC)CC)C>[NH2:1][C:2]1[N+:7]([O-:8])=[C:6]([NH:9][C:21]([O:20][CH2:19][CH2:18][O:17][CH3:16])=[O:22])[CH:5]=[C:4]([Cl:10])[N:3]=1. Procedure: 5 G. of 2,4-diamino-6-chloropyrimidine-3-oxide are suspended in 50 ml. of dimethylformamide and 5 ml. of triethylamine and cooled to 0° C. while stirring. 4.3 G. of chloroformic acid 2-methoxyethyl ester are added dropwise to the cold suspension in the course of 15 minutes. The mixture is cooled for 2 hours and then stirred at room temperature for 16 hours. The solvent is distilled off at 25° C. in a high vacuum and the residue is digested with methylene chloride. The precipitate obtained is fil... The reactants are CO, ClCCl, NN, O, COC(=O)c1ccc(CCCC2SCC(=O)N2CCC2(O)CCCCC2)cc1. Yields the product NNC(=O)c1ccc(CCCC2SCC(=O)N2CCC2(O)CCCCC2)cc1. As a reaction SMILES: [CH3:35][OH:36].[Cl:32][CH2:33][Cl:34].[NH2:30][NH2:31].[OH2:29].[OH:1][C:2]1([CH2:8][CH2:9][N:10]2[CH:11]([CH2:16][CH2:17][CH2:18][c:19]3[cH:20][cH:21][c:22]([C:23](=[O:24])[O:25][CH3:26])[cH:27][cH:28]3)[S:12][CH2:13][C:14]2=[O:15])[CH2:3][CH2:4][CH2:5][CH2:6][CH2:7]1>>[OH:1][C:2]1([CH2:8][CH2:9][N:10]2[CH:11]([CH2:16][CH2:17][CH2:18][c:19]3[cH:20][cH:21][c:22]([C:23](=[O:24])[NH:30][NH2:31])[cH:27][cH:28]3)[S:12][CH2:13][C:14]2=[O:15])[CH2:3][CH2:4][CH2:5][CH2:6][CH2:7]1. The reactants are solution, [OH-].[Na+] (sodium hydroxide), COC=1C=C2C(=CC=NC2=CC1OC)OC1=CC=C(C=C1)NC(COC1=C(C=CC=C1)C)=O (N1-{4-[(6,7-Dimethoxy-4-quinolyl)oxy]phenyl}-2-(2-methylphenoxy)acetamide), Cl (hydrochloric acid). Solvent: O1CCCC1 (tetrahydrofuran), O1CCCC1 (tetrahydrofuran). Run at temperature 0 celsius. Product: COC=1C=C2C(=CC=NC2=CC1OC)OC1=CC=C(C=C1)NCCOC1=C(C=CC=C1)C (N-{4-[(6,7-Dimethoxy-4-quinolyl)oxy]phenyl}-N-[2-(2-methylphenoxy)ethyl]amine). Isolated yield 80.0%. RXN SMILES: [CH3:1][O:2][C:3]1[CH:4]=[C:5]2[C:10](=[CH:11][C:12]=1[O:13][CH3:14])[N:9]=[CH:8][CH:7]=[C:6]2[O:15][C:16]1[CH:21]=[CH:20][C:19]([NH:22][C:23](=O)[CH2:24][O:25][C:26]2[CH:31]=[CH:30][CH:29]=[CH:28][C:27]=2[CH3:32])=[CH:18][CH:17]=1.Cl.[OH-].[Na+]>O1CCCC1>[CH3:1][O:2][C:3]1[CH:4]=[C:5]2[C:10](=[CH:11][C:12]=1[O:13][CH3:14])[N:9]=[CH:8][CH:7]=[C:6]2[O:15][C:16]1[CH:17]=[CH:18][C:19]([NH:22][CH2:23][CH2:24][O:25][C:26]2[CH:31]=[CH:30][CH:29]=[CH:28][C:27]=2[CH3:32])=[CH:20][CH:21]=1 |f:2.3|. Procedure: N1-{4-[(6,7-Dimethoxy-4-quinolyl)oxy]phenyl}-2-(2-methylphenoxy)acetamide (200 mg) was dissolved in tetrahydrofuran (10 ml) to prepare a solution. A 1 M solution (1.3 ml) of a borane-tetrahydrofuran complex in tetrahydrofuran was then added to the solution, and the mixture was stirred with heating under reflux for 2 hr. The reaction solution was cooled to 0° C. and was adjusted to pH=1 by the addition of 1 N hydrochloric acid, followed by stirring with heating under reflux for 30 min. The reacti... Starting materials: FC(OC1=CC(=C(C(=C1)F)O)F)(C1CCC(CC1)C1CCC(CC1)CCC)F (4-(Difluoro(4′-propyl-[1,1′-bi(cyclohexane)]-4-yl)methoxy)-2,6-difluorophenol), O (water), [H-].[Na+] (sodium hydride), Cl\C=C\C(F)(F)F ((E)-1-Chloro-3,3,3-trifluoro-1-propene). Solvent: CN1CCCC1=O (NMP). Reaction conditions: temperature 130 celsius, time 24 hour. Product: FC=1C=C(OC(C2CCC(CC2)C2CCC(CC2)CCC)(F)F)C=C(C1O\C=C\C(F)(F)F)F ((E)-4-((3,5-difluoro-4-((3,3,3-trifluoro-1-propen-1-yl)oxy)phenoxy)difluoromethyl)-4′-propyl-1,1′-bi(cyclohexane)). The yield is 56.0%. As a reaction SMILES: [F:1][C:2]([F:28])([CH:13]1[CH2:18][CH2:17][CH:16]([CH:19]2[CH2:24][CH2:23][CH:22]([CH2:25][CH2:26][CH3:27])[CH2:21][CH2:20]2)[CH2:15][CH2:14]1)[O:3][C:4]1[CH:9]=[C:8]([F:10])[C:7]([OH:11])=[C:6]([F:12])[CH:5]=1.[H-].[Na+].Cl/[CH:32]=[CH:33]/[C:34]([F:37])([F:36])[F:35].O>CN1C(=O)CCC1>[F:12][C:6]1[CH:5]=[C:4]([CH:9]=[C:8]([F:10])[C:7]=1[O:11]/[CH:32]=[CH:33]/[C:34]([F:37])([F:36])[F:35])[O:3][C:2]([F:1])([F:28])[CH:13]1[CH2:14][CH2:15][CH:16]([CH:19]2[CH2:24][CH2:23][CH:22]([CH2:25][CH2:26][CH3:27])[CH2:21][CH2:20]2)[CH2:17][CH2:18]1 |f:1.2|. Procedure: 4-(Difluoro(4′-propyl-[1,1′-bi(cyclohexane)]-4-yl)methoxy)-2,6-difluorophenol (3.0 g, 7.45 mmol) prepared by known methods and sodium hydride (55%) (0.325 g, 7.45 mmol) were stirred in NMP (N-methylpyroridone) at 60° C. for 30 minutes. (E)-1-Chloro-3,3,3-trifluoro-1-propene (2.43 g, 18.6 mmol) was then added to the reaction solution, and the mixture was stirred at 130° C. for 24 hours. The reaction solution was poured into water, which was extracted with toluene. The combined organic layers were... Starting materials: C([O-])([O-])=O.[K+].[K+] (potassium carbonate), C1CCOC1 (THF), BrC1=CC=NC2=NC=CC=C12 (4-bromo-[1,8]naphthyridine), N1=C(C=CC=C1)C=1C(=C2N(N1)CCC2)B(O)O (2-(pyridin-2-yl)-5,6-dihydro-4H-pyrrolo[1,2-b]pyrazole-3-boronic acid). The reagents and catalysts are C=1C=CC(=CC1)/C=C/C(=O)/C=C/C2=CC=CC=C2.C=1C=CC(=CC1)/C=C/C(=O)/C=C/C2=CC=CC=C2.C=1C=CC(=CC1)/C=C/C(=O)/C=C/C2=CC=CC=C2.[Pd].[Pd] (tris(dibenzylideneacetone)dipalladium(0)), [Pd].C1(=CC=CC=C1)P(CCP(C1=CC=CC=C1)C1=CC=CC=C1)C1=CC=CC=C1.C1(=CC=CC=C1)P(CCP(C1=CC=CC=C1)C1=CC=CC=C1)C1=CC=CC=C1 (bis(1,2-bis(diphenylphosphino)ethane) palladium(0)), C=1C=CC(=CC1)/C=C/C(=O)/C=C/C2=CC=CC=C2.C=1C=CC(=CC1)/C=C/C(=O)/C=C/C2=CC=CC=C2.C=1C=CC(=CC1)/C=C/C(=O)/C=C/C2=CC=CC=C2.[Pd].[Pd] (tris(dibenzylideneacetone)dipalladium(0)). Solvent: CN(C)C=O.C1CCOC1 (DMF THF). Yields the product N1=C(C=CC=C1)C=1C(=C2N(N1)CCC2)C2=CC=NC1=NC=CC=C21 (4-[2-(Pyridin-2-yl)-5,6-dihydro-4H-pyrrolo[1,2-b]pyrazol-3-yl]-[1,8]naphthyridine). Yield: 35.2%. As a reaction SMILES: C1COCC1.Br[C:7]1[C:16]2[C:11](=[N:12][CH:13]=[CH:14][CH:15]=2)[N:10]=[CH:9][CH:8]=1.[N:17]1[CH:22]=[CH:21][CH:20]=[CH:19][C:18]=1[C:23]1[C:24](B(O)O)=[C:25]2[CH2:30][CH2:29][CH2:28][N:26]2[N:27]=1.C(=O)([O-])[O-].[K+].[K+]>C1C=CC(/C=C/C(/C=C/C2C=CC=CC=2)=O)=CC=1.C1C=CC(/C=C/C(/C=C/C2C=CC=CC=2)=O)=CC=1.C1C=CC(/C=C/C(/C=C/C2C=CC=CC=2)=O)=CC=1.[Pd].[Pd].[Pd].C1(P(C2C=CC=CC=2)CCP(C2C=CC=CC=2)C2C=CC=CC=2)C=CC=CC=1.C1(P(C2C=CC=CC=2)CCP(C2C=CC=CC=2)C2C=CC=CC=2)C=CC=CC=1.CN(C=O)C.C1COCC1>[N:17]1[CH:22]=[CH:21][CH:20]=[CH:19][C:18]=1[C:23]1[C:24]([C:7]2[C:16]3[C:11](=[N:12][CH:13]=[CH:14][CH:15]=3)[N:10]=[CH:9][CH:8]=2)=[C:25]2[CH2:30][CH2:29][CH2:28][N:26]2[N:27]=1 |f:3.4.5,6.7.8.9.10,11.12.13,14.15|. Reported procedure: Add THF (1 mL) to 4-bromo-[1,8]naphthyridine (Barlin, G. B. and Tan, W-L. Australian J. Chem. 1984, 37, 1065-1073; 66 mg, 0.31 mmol) and purge the solution with nitrogen for 10 min. Add tris(dibenzylideneacetone)dipalladium(0) (24 mg, 0.026 mmol) and bis(1,2-bis(diphenylphosphino)ethane) palladium(0) (24 mg, 0.026 mmol), purge the reaction mixture with nitrogen for 2 min, and stir the reaction at room temperature for 20 min. Add 2-(pyridin-2-yl)-5,6-dihydro-4H-pyrrolo[1,2-b]pyrazole-3-boronic ac... The reactants are CC1=CC=C(C(=O)C=2C(=CC=3CCCCC3C2)NC(C2=CC=CC=C2)=O)C=C1 (N-[3-(4-methyl-benzoyl)-5,6,7,8-tetrahydro-naphthalen-2-yl]-benzamide), [OH-].[Na+] (sodium hydroxide). Solvent: O1CCCC1 (tetrahydrofuran), C(C)O (ethanol), O (water). Yields the product C1(=CC=C(C=C1)C=O)C (p-tolyl-methanone), oil. Yield: 107.0%. As a reaction SMILES: [CH3:1][C:2]1[CH:28]=[CH:27][C:5]([C:6](C2C(NC(=O)C3C=CC=CC=3)=CC3CCCCC=3C=2)=[O:7])=[CH:4][CH:3]=1.[OH-].[Na+]>O1CCCC1.C(O)C.O>[C:2]1([CH3:1])[CH:28]=[CH:27][C:5]([CH:6]=[O:7])=[CH:4][CH:3]=1 |f:1.2|. Reported procedure: To a 50 mL flask containing a stirred solution of N-[3-(4-methyl-benzoyl)-5,6,7,8-tetrahydro-naphthalen-2-yl]-benzamide (191 mg, 517 μmol) in tetrahydrofuran (5 mL), ethanol (5 mL) and water (1 mL) under nitrogen was added sodium hydroxide (340 mg, 8.5 mmol) and heated at reflux overnight. Heating was discontinued and solvents removed in vacuo. Added water (20 mL) and extracted with ethyl acetate (3×20 mL). Combined organics were dried with magnesium sulphate and evaporated in vacuo to give 3-am...